This data is from the Open Reaction Database (ORD), a public repository of structured organic reaction records. The task is: describe an organic reaction: reactants, conditions, products, and yield Reported procedure: To crude methyl 3-[2-nitro-4-iodo-6-(trifluoromethyl)phenyl]-2-oxo-propanoate prepared above (40.98 g) in AcOH (750 mL) was added aqueous 30% H2O2 solution (266 mL) followed by 70% HClO4 (41 mL). The resulting mixture was stirred at 50° C. (bath temperature) for 4.5 hours. The solution was cooled and solid Na2SO3 (100 g) was added. The solvent was then removed in vacuo. The resulting orange solid was suspended in EtOAc (500 mL) and washed with H2O (300 mL). The organic phase was then extracted w... The solvent is CC(=O)O (AcOH). Conditions: temperature 50 celsius, time 4.5 hour. Yields the product [N+](=O)([O-])C1=C(C(=CC(=C1)I)C(F)(F)F)CC(=O)O ([2-Nitro-4-iodo-6-(trifluoromethyl)phenyl]acetic Acid). Reactants: [O-]S(=O)[O-].[Na+].[Na+] (Na2SO3), [N+](=O)([O-])C1=C(C(=CC(=C1)I)C(F)(F)F)CC(C(=O)OC)=O (methyl 3-[2-nitro-4-iodo-6-(trifluoromethyl)phenyl]-2-oxo-propanoate), HClO4, OO (H2O2). As a reaction SMILES: [N+:1]([C:4]1[CH:9]=[C:8]([I:10])[CH:7]=[C:6]([C:11]([F:14])([F:13])[F:12])[C:5]=1[CH2:15][C:16](=[O:21])C(OC)=O)([O-:3])=[O:2].OO.[O-:24]S([O-])=O.[Na+].[Na+]>CC(O)=O>[N+:1]([C:4]1[CH:9]=[C:8]([I:10])[CH:7]=[C:6]([C:11]([F:12])([F:13])[F:14])[C:5]=1[CH2:15][C:16]([OH:21])=[O:24])([O-:3])=[O:2] |f:2.3.4|.